Dataset: the Open Reaction Database (ORD), a public repository of structured organic reaction records. Task: describe an organic reaction: reactants, conditions, products, and yield Starting materials: Cc1cc(Br)cc(C)c1S(=O)(=O)N1CCCCC1CO, CC(C)(C)OC(=O)CBr, CCCC[N+](CCCC)(CCCC)CCCC, CCOC(C)=O, CCCCCC, CCOC(C)=O, O=S(=O)([O-])O. Yields the product Cc1cc(Br)cc(C)c1S(=O)(=O)N1CCCCC1COCC(=O)OC(C)(C)C. Reaction SMILES: [Br:10][c:11]1[cH:12][c:13]([CH3:29])[c:14]([S:18](=[O:19])(=[O:20])[N:21]2[CH:22]([CH2:27][OH:28])[CH2:23][CH2:24][CH2:25][CH2:26]2)[c:15]([CH3:17])[cH:16]1.[Br:1][CH2:2][C:3](=[O:4])[O:5][C:6]([CH3:7])([CH3:8])[CH3:9].[CH2:47]([N+:48]([CH2:49][CH2:50][CH2:51][CH3:52])([CH2:53][CH2:54][CH2:55][CH3:56])[CH2:57][CH2:58][CH2:59][CH3:60])[CH2:61][CH2:62][CH3:63].[CH3:30][CH2:31][O:32][C:33]([CH3:34])=[O:35].[CH3:36][CH2:37][CH2:38][CH2:39][CH2:40][CH3:41].[CH3:64][CH2:65][O:66][C:67](=[O:68])[CH3:69].[S:42]([O-:43])([OH:44])(=[O:45])=[O:46]>>[CH2:2]([C:3](=[O:4])[O:5][C:6]([CH3:7])([CH3:8])[CH3:9])[O:28][CH2:27][CH:22]1[N:21]([S:18]([c:14]2[c:13]([CH3:29])[cH:12][c:11]([Br:10])[cH:16][c:15]2[CH3:17])(=[O:19])=[O:20])[CH2:26][CH2:25][CH2:24][CH2:23]1. Reactants: S (hydrogen sulfide), stainless steel, P12(=S)SP3(=S)SP(=S)(S1)SP(=S)(S2)S3 (phosphorus pentasulfide), C1(=CC=CC=C1)C(C(CC(=O)C1=CC(=C(C=C1)Cl)Cl)C1=CC=CC=C1)=O (1,2-diphenyl-4-(3,4-dichlorophenyl)butane-1,4-dione), C=1(C(=CC=CC1)C)C (xylene), crude product. The solvent is C(C)O (ethanol). Product: C1(=CC=CC=C1)C=1SC(=CC1C1=CC=CC=C1)C1=CC(=C(C=C1)Cl)Cl (2,3-Diphenyl-5-(3,4-dichlorophenyl)thiophene). The yield is 177.8%. As a reaction SMILES: [C:1]1([C:7](=O)[CH:8]([C:20]2[CH:25]=[CH:24][CH:23]=[CH:22][CH:21]=2)[CH2:9][C:10]([C:12]2[CH:17]=[CH:16][C:15]([Cl:18])=[C:14]([Cl:19])[CH:13]=2)=O)[CH:6]=[CH:5][CH:4]=[CH:3][CH:2]=1.C1(C)C(C)=CC=CC=1.P12(SP3(SP(SP(S3)(S1)=S)(=S)S2)=S)=[S:36].S>C(O)C>[C:1]1([C:7]2[S:36][C:10]([C:12]3[CH:17]=[CH:16][C:15]([Cl:18])=[C:14]([Cl:19])[CH:13]=3)=[CH:9][C:8]=2[C:20]2[CH:25]=[CH:24][CH:23]=[CH:22][CH:21]=2)[CH:6]=[CH:5][CH:4]=[CH:3][CH:2]=1. Procedure: In a 1-liter stainless steel autoclave equipped with electrically-driven stirrer were placed 38.3 g. (0.100 mole) of 1,2-diphenyl-4-(3,4-dichlorophenyl)butane-1,4-dione, 100 ml of xylene, 20 g of phosphorus pentasulfide and 140 g of hydrogen sulfide. The reactor was heated for three hours at 160°-164° C. The crude product remaining after cooling and venting the reactor was stirred with ethanol. Filtration gave 30.5 g (80%) of solid m.p. 101°-103° C. Recrystallization from 30 ml of dioxane and 60... Starting materials: [N+](=O)([O-])C1=CC=C(C=C1)C1=CC=C(C=C1)C12COC(CC1)(CC2)CC(=O)OC (methyl 2-(4-(4′-nitrobiphenyl-4-yl)-2-oxabicyclo[2.2.2]octan-1-yl)acetate), CCOC(=O)C (EtOAc), [H][H] (hydrogen). Reagents/catalysts: [OH-].[OH-].[Pd+2] (Pd(OH)2 on activated carbon). Solvent: CO (MeOH). The product is NC1=CC=C(C=C1)C1=CC=C(C=C1)C12COC(CC1)(CC2)CC(=O)OC (methyl 2-(4-(4′-aminobiphenyl-4-yl)-2-oxabicyclo[2.2.2]octan-1-yl)acetate). The yield is 90.0%. RXN SMILES: [N+:1]([C:4]1[CH:9]=[CH:8][C:7]([C:10]2[CH:15]=[CH:14][C:13]([C:16]34[CH2:23][CH2:22][C:19]([CH2:24][C:25]([O:27][CH3:28])=[O:26])([CH2:20][CH2:21]3)[O:18][CH2:17]4)=[CH:12][CH:11]=2)=[CH:6][CH:5]=1)([O-])=O.CCOC(C)=O.[H][H]>[OH-].[OH-].[Pd+2].CO>[NH2:1][C:4]1[CH:5]=[CH:6][C:7]([C:10]2[CH:11]=[CH:12][C:13]([C:16]34[CH2:21][CH2:20][C:19]([CH2:24][C:25]([O:27][CH3:28])=[O:26])([CH2:22][CH2:23]3)[O:18][CH2:17]4)=[CH:14][CH:15]=2)=[CH:8][CH:9]=1 |f:3.4.5|. Procedure details: To a round bottom flask containing methyl 2-(4-(4′-nitrobiphenyl-4-yl)-2-oxabicyclo[2.2.2]octan-1-yl)acetate (716 mg, 1.88 mmol) was added Pd(OH)2 on activated carbon (395 mg, 2.82 mmol). EtOAc (15 ml) and MeOH (3 ml) were added and the mixture was stirred under 1 atm. of hydrogen at room temperature for 2 hours. The resulting mixture was filtered through a pad of celite and concentrated to afford a crude residue. Column purification affords the title compound as off-white solid after drying (59... Starting materials: [OH-].[Na+] (sodium hydroxide), C1(=CC=C(C=C1)S(=O)(=O)O)C (p-toluenesulfonic acid), resultant solution, NC1=C(C=CC(=C1)C(=O)O)C(F)(F)F (2-amino-α,α,α-trifluoro-p-toluic acid), S(=O)(=O)([O-])[O-].[Mg+2] (magnesium sulfate). The solvent is C(C)O (ethanol), C1=CC=CC=C1 (benzene). Yields the product C(C)OC(=O)C1=CC(=C(C=C1)C(F)(F)F)N (2-amino-α,α,α-trifluoro-p-toluic acid ethyl ester). RXN SMILES: [C:1]1(C)C=CC(S(O)(=O)=O)=C[CH:2]=1.[NH2:12][C:13]1[CH:18]=[C:17]([C:19]([OH:21])=[O:20])[CH:16]=[CH:15][C:14]=1[C:22]([F:25])([F:24])[F:23].S([O-])([O-])(=O)=O.[Mg+2].[OH-].[Na+]>C1C=CC=CC=1.C(O)C>[CH2:1]([O:20][C:19]([C:17]1[CH:16]=[CH:15][C:14]([C:22]([F:23])([F:24])[F:25])=[C:13]([NH2:12])[CH:18]=1)=[O:21])[CH3:2] |f:2.3,4.5|. Procedure details: To a solution containing 5.62 g. of anhydrous p-toluenesulfonic acid pre-dissolved in 100 ml. of anhydrous ethanol and 500 ml. of benzene is added 6.1 g. of 2-amino-α,α,α-trifluoro-p-toluic acid. The solution is refluxed under an extractor containing a thimble of anhydrous magnesium sulfate for 11 days with periodic replacement of the drying agent. The resultant solution is then cooled, neutralized with 2 N sodium hydroxide and the organic layer is separated, washed with 2 N sodium hydroxide, an... The reactants are C(#N)C1=CC=C(C=C1)N1C=NC=C1C(=O)OCC (ethyl 1-(4-cyanophenyl)-1H-imidazole-5-carboxylate), [H-].[H-].[H-].[H-].[Li+].[Al+3] (LiAlH4). Run in O1CCCC1 (tetrahydrofuran). Conditions: temperature -40 celsius, time 1 hour. Product: OCC1=CN=CN1C1=CC=C(C#N)C=C1 (4-(5-(hydroxymethyl)-1H-imidazol-1-yl)benzonitrile). The yield is 86.1%. As a reaction SMILES: [C:1]([C:3]1[CH:8]=[CH:7][C:6]([N:9]2[C:13]([C:14](OCC)=[O:15])=[CH:12][N:11]=[CH:10]2)=[CH:5][CH:4]=1)#[N:2].[H-].[H-].[H-].[H-].[Li+].[Al+3]>O1CCCC1>[OH:15][CH2:14][C:13]1[N:9]([C:6]2[CH:7]=[CH:8][C:3]([C:1]#[N:2])=[CH:4][CH:5]=2)[CH:10]=[N:11][CH:12]=1 |f:1.2.3.4.5.6|. Procedure details: To a stirred solution of ethyl 1-(4-cyanophenyl)-1H-imidazole-5-carboxylate (50 mg, 0.21 mmol, 1.00 equiv) in anhydrous tetrahydrofuran (10 mL) maintained under nitrogen at −40° C. was added LiAlH4 (24 mg, 0.63 mmol, 3.05 equiv) in portions. The reaction was stirred at −40° C. for 1 h and then quenched by the addition of 2 mL of saturated aqueous NH4Cl solution. The solid was removed by filtration and the filtrate was concentrated under vacuum. The residue was purified on a silica gel column elu...